This data is from the Open Reaction Database (ORD), a public repository of structured organic reaction records. The task is: describe an organic reaction: reactants, conditions, products, and yield Reactants: C(C)(C)(C)[Si](C)(C)OC1(CC1)C1=C(C=C(C=C1)B1OC(C(O1)(C)C)(C)C)F (tert-butyl(1-(2-fluoro-4-(4,4,5,5-tetramethyl-1,3,2-dioxaborolan-2-yl)phenyl)cyclopropoxy)-dimethylsilane), C(=O)([O-])[O-].[Cs+].[Cs+] (Cs2CO3), BrC(C(=O)OCC1=CC=CC=C1)=C (benzyl 2-bromoacrylate). The reagents and catalysts are C1=CC=C(C=C1)P([C-]2C=CC=C2)C3=CC=CC=C3.C1=CC=C(C=C1)P([C-]2C=CC=C2)C3=CC=CC=C3.Cl[Pd]Cl.[Fe+2] (Pd(dppf)Cl2). Solvent: CN(C)C=O (DMF). Run at temperature 95 celsius. Product: [Si](C)(C)(C(C)(C)C)OC1(CC1)C1=C(C=C(C=C1)C(C(=O)OCC1=CC=CC=C1)=C)F (benzyl 2-(4-(1-(tert-butyldimethylsilyloxy)-cyclopropyl)-3-fluorophenyl)acrylate). Yield: 37.2%. Reaction SMILES: [C:1]([Si:5]([O:8][C:9]1([C:12]2[CH:17]=[CH:16][C:15](B3OC(C)(C)C(C)(C)O3)=[CH:14][C:13]=2[F:27])[CH2:11][CH2:10]1)([CH3:7])[CH3:6])([CH3:4])([CH3:3])[CH3:2].C([O-])([O-])=O.[Cs+].[Cs+].Br[C:35](=[CH2:46])[C:36]([O:38][CH2:39][C:40]1[CH:45]=[CH:44][CH:43]=[CH:42][CH:41]=1)=[O:37]>CN(C=O)C.C1C=CC(P(C2C=CC=CC=2)[C-]2C=CC=C2)=CC=1.C1C=CC(P(C2C=CC=CC=2)[C-]2C=CC=C2)=CC=1.Cl[Pd]Cl.[Fe+2]>[Si:5]([O:8][C:9]1([C:12]2[CH:17]=[CH:16][C:15]([C:35](=[CH2:46])[C:36]([O:38][CH2:39][C:40]3[CH:45]=[CH:44][CH:43]=[CH:42][CH:41]=3)=[O:37])=[CH:14][C:13]=2[F:27])[CH2:11][CH2:10]1)([C:1]([CH3:2])([CH3:4])[CH3:3])([CH3:7])[CH3:6] |f:1.2.3,6.7.8.9|. Procedure details: To a stirred and degassed (degassed with Argon) suspension of tert-butyl(1-(2-fluoro-4-(4,4,5,5-tetramethyl-1,3,2-dioxaborolan-2-yl)phenyl)cyclopropoxy)-dimethylsilane (10.23 g, 26.09 mmol, leg), Cs2CO3 (30.69 g, 78.27 mmol, 3 eq), and benzyl 2-bromoacrylate (9.59 g, 39.14 mmol, 1.5 eq) in DMF (100 mL) was added Pd(dppf)Cl2 (1.06 g, 1.305 mmol, 0.05 eq) and the mixture heated to 90-100° C. for 1 h. The reaction mixture was filtered through celite pad, diluted with water (100 mL) and extracted wi... The reactants are C1(CCC1)=O (cyclobutanone), C(C)(=O)O[BH-](OC(C)=O)OC(C)=O.[Na+] (sodium triacetoxyborohydride), C(C)(=O)O (acetic acid), C([O-])(O)=O.[Na+] (sodium bicarbonate), N1CC(C1)OC1=C(C=C(C=C1)N1C(C2=C(C=C1)N=C(S2)C2=CC=C(C=C2)C(F)(F)F)=O)OC (5-[4-(azetidin-3-yloxy)-3-methoxy-phenyl]-2-(4-trifluoromethyl-phenyl)-5H-thiazolo[5,4-c]pyridin-4-one). Run in ClC(C)Cl (dichloroethane). Run at time 8 hour. Yields the product C1(CCC1)N1CC(C1)OC1=C(C=C(C=C1)N1C(C2=C(C=C1)N=C(S2)C2=CC=C(C=C2)C(F)(F)F)=O)OC (5-[4-(1-Cyclobutyl-azetidin-3-yloxy)-3-methoxy-phenyl]-2-(4-trifluoromethyl-phenyl)-5H-thiazolo[5,4-c]pyridin-4-one). Yield: 39.5%. As a reaction SMILES: [NH:1]1[CH2:4][CH:3]([O:5][C:6]2[CH:11]=[CH:10][C:9]([N:12]3[CH:17]=[CH:16][C:15]4[N:18]=[C:19]([C:21]5[CH:26]=[CH:25][C:24]([C:27]([F:30])([F:29])[F:28])=[CH:23][CH:22]=5)[S:20][C:14]=4[C:13]3=[O:31])=[CH:8][C:7]=2[O:32][CH3:33])[CH2:2]1.[C:34]1(=O)[CH2:37][CH2:36][CH2:35]1.C(O[BH-](OC(=O)C)OC(=O)C)(=O)C.[Na+].C(O)(=O)C.C(=O)(O)[O-].[Na+]>ClC(Cl)C>[CH:34]1([N:1]2[CH2:4][CH:3]([O:5][C:6]3[CH:11]=[CH:10][C:9]([N:12]4[CH:17]=[CH:16][C:15]5[N:18]=[C:19]([C:21]6[CH:22]=[CH:23][C:24]([C:27]([F:29])([F:28])[F:30])=[CH:25][CH:26]=6)[S:20][C:14]=5[C:13]4=[O:31])=[CH:8][C:7]=3[O:32][CH3:33])[CH2:2]2)[CH2:37][CH2:36][CH2:35]1 |f:2.3,5.6|. Procedure details: Dissolve 5-[4-(azetidin-3-yloxy)-3-methoxy-phenyl]-2-(4-trifluoromethyl-phenyl)-5H-thiazolo[5,4-c]pyridin-4-one (0.909 g, 1.92 mmol) in dichloroethane (25 mL) and add cyclobutanone (0.502 mL, 6.72 mmol), sodium triacetoxyborohydride (0.814 g, 3.84 mmol), and acetic acid (0.22 mL, 3.84 mmol). Stir the mixture overnight, add saturated sodium bicarbonate, and extract with dichloromethane (3×). Dry the mixture using sodium sulfate, filter, and concentrate. Purify via silica gel chromatography using ... Reactants: [Br-], O=C1CC2CC1C1C(=O)NC(=O)C21, C1CCOC1, C[Mg+], CC(=O)O, CO, CO, ClCCl, ClCCl, O. Reaction SMILES: [Br-:14].[C:1]1(=[O:13])[NH:2][C:3](=[O:12])[CH:4]2[CH:5]3[C:6](=[O:11])[CH2:7][CH:8]([CH:9]12)[CH2:10]3.[CH2:22]1[O:23][CH2:24][CH2:25][CH2:26]1.[CH3:15][Mg+:16].[CH3:17][C:18](=[O:19])[OH:20].[CH3:30][OH:31].[CH3:32][OH:33].[Cl:27][CH2:28][Cl:29].[Cl:34][CH2:35][Cl:36].[OH2:21]>>[C:1]1(=[O:13])[NH:2][C:3](=[O:12])[CH:4]2[CH:5]3[C:6]([OH:11])([CH3:17])[CH2:7][CH:8]([CH:9]12)[CH2:10]3. Yields the product CC1(O)CC2CC1C1C(=O)NC(=O)C21.